From a dataset of the Open Reaction Database (ORD), a public repository of structured organic reaction records. describe an organic reaction: reactants, conditions, products, and yield Reactants: C(C)N(CC)CCOCC(CC(=O)OCCCC1=CC=CC=C1)=O (3-phenylpropyl 4-(2-(N,N-diethylamino)ethoxy)acetoacetate), C(#N)C1=CC=C(C=O)C=C1 (4-cyanobenzaldehyde), Cl.C(N)(=N)C=1OC=CC1 (2-amidinofuran hydrochloride), C(O)([O-])=O.[Na+] (sodium hydrogen carbonate). Run in CN(C=O)C (N,N-dimethylformamide). Conditions: temperature 60 celsius. Product: C(#N)C1=CC=C(C=C1)C1N=C(NC(=C1C(=O)OCCCC1=CC=CC=C1)COCCN(CC)CC)C=1OC=CC1 (3-Phenylpropyl 4-(4-cyanophenyl)-6-[(2-(N,N-diethylamino)ethoxy)methyl]-2-(2-furyl)-1,4-dihydropyrimidine-5-carboxylate). Yield: 21.2%. Reaction SMILES: [CH2:1]([N:3]([CH2:6][CH2:7][O:8][CH2:9][C:10](=O)[CH2:11][C:12]([O:14][CH2:15][CH2:16][CH2:17][C:18]1[CH:23]=[CH:22][CH:21]=[CH:20][CH:19]=1)=[O:13])[CH2:4][CH3:5])[CH3:2].[C:25]([C:27]1[CH:34]=[CH:33][C:30]([CH:31]=O)=[CH:29][CH:28]=1)#[N:26].Cl.[C:36]([C:39]1[O:40][CH:41]=[CH:42][CH:43]=1)(=[NH:38])[NH2:37].C(=O)([O-])O.[Na+]>CN(C)C=O>[C:25]([C:27]1[CH:34]=[CH:33][C:30]([CH:31]2[C:11]([C:12]([O:14][CH2:15][CH2:16][CH2:17][C:18]3[CH:23]=[CH:22][CH:21]=[CH:20][CH:19]=3)=[O:13])=[C:10]([CH2:9][O:8][CH2:7][CH2:6][N:3]([CH2:4][CH3:5])[CH2:1][CH3:2])[NH:38][C:36]([C:39]3[O:40][CH:41]=[CH:42][CH:43]=3)=[N:37]2)=[CH:29][CH:28]=1)#[N:26] |f:2.3,4.5|. Procedure details: A mixture of 3-phenylpropyl 4-(2-(N,N-diethylamino)ethoxy)acetoacetate (2.0 g, 5.96 mmol), 4-cyanobenzaldehyde (0.86 g, 6.56 mmol), 2-amidinofuran hydrochloride (0.962 g, 6.56 mmol) and sodium hydrogen carbonate (0.551 g, 6.56 mmol) was stirred in N,N-dimethylformamide (10 mL) for 24 h at room temperature and then heated to 60° C. for 5 days. The DMF was removed in vacuo and ethyl acetate was added to the residue. The precipitate was removed by filtration and the filtrate was washed with water, ... Procedure: To a solution of thiophene-3-carboxaldehyde (5.0 g, 44.58 mmole) in benzene (200 mL) was added ethylene glycol (25 mL, 445.8 mmole) and p-toluenesulfonic acid hydrate (848 mg, 4.458 mmole). The mixture was heated to reflux under a Dean-Stark trap. After 18 hr the mixture was cooled to RT, washed with saturated NaHCO3 then with H2O, dried (MgSO4), and concentrated under reduced pressure to give the title compound (6.32 g, 91%) as a light amber oil: 1H NMR (400 MHz, CDCl3) δ 7.42 (s, 1 H), 7.32 (m... Reaction SMILES: [S:1]1[CH:5]=[CH:4][C:3]([CH:6]=[O:7])=[CH:2]1.[CH2:8](O)[CH2:9][OH:10].O.C1(C)C=CC(S(O)(=O)=O)=CC=1>C1C=CC=CC=1>[O:7]1[CH2:8][CH2:9][O:10][CH:6]1[C:3]1[CH:4]=[CH:5][S:1][CH:2]=1 |f:2.3|. The yield is 90.8%. Starting materials: S1C=C(C=C1)C=O (thiophene-3-carboxaldehyde), C(CO)O (ethylene glycol), O.C1(=CC=C(C=C1)S(=O)(=O)O)C (p-toluenesulfonic acid hydrate). The product is O1C(OCC1)C1=CSC=C1 (3-(1,3-Dioxolan-2-yl)thiophene). Run in C1=CC=CC=C1 (benzene). Reactants: Cc1ccccc1, NC(=O)CCl, O=C(O)c1c(F)cccc1F, [K+], C1=COCCOCCOCCOCCOCCO1, [OH-]. The product is NC(=O)COC(=O)c1c(F)cccc1F. RXN SMILES: [CH3:37][c:38]1[cH:39][cH:40][cH:41][cH:42][cH:43]1.[Cl:14][CH2:15][C:16](=[O:17])[NH2:18].[F:1][c:2]1[c:3]([C:4](=[O:5])[OH:6])[c:7]([F:11])[cH:8][cH:9][cH:10]1.[K+:13].[O:19]1[CH2:20][CH2:21][O:22][CH2:23][CH2:24][O:25][CH2:26][CH2:27][O:28][CH2:29][CH2:30][O:31][CH2:32][CH2:33][O:34][CH:35]=[CH:36]1.[OH-:12]>>[F:1][c:2]1[c:3]([C:4](=[O:5])[O:6][CH2:15][C:16](=[O:17])[NH2:18])[c:7]([F:11])[cH:8][cH:9][cH:10]1. The reactants are C(C(=C)C)(=O)OCCN(C)C (dimethylaminoethyl methacrylate), C(C(=C)C)(=O)OC (methyl methacrylate), C=CC1=CC=CC=C1 (styrene), C(C=C)(=O)OCCCC (butyl acrylate), C(C(=C)C)(=O)OCCCC (butyl methacrylate), C(C(=C)C)(=O)OCCCC (n-butyl methacrylate), C(CCCCCCCCCCC)S (n-dodecylmercaptan), N(=NC(C#N)(C)C)C(C#N)(C)C (azobisisobutyronitrile), N(=NC(C#N)(C)C)C(C#N)(C)C (azobisisobutyronitrile). The solvent is C(C(C)C)O (isobutanol), C1(=CC=CC=C1)C (toluene). Conditions: temperature 80 celsius, time 2 hour. The product is CCCCC(CC)COC(=O)C=C.CCCCOC(=O)C=C (acrylic copolymer resin). Reaction SMILES: C(OCCN(C)C)(=O)C(C)=C.[C:12]([O:17][CH3:18])(=[O:16])[C:13](C)=[CH2:14].[CH2:19]=[CH:20][C:21]1C=[CH:25][CH:24]=[CH:23][CH:22]=1.[C:27]([O:31][CH2:32][CH2:33][CH2:34][CH3:35])(=[O:30])[CH:28]=[CH2:29].C(OCCCC)(=O)C(C)=C.C(S)CCCCCCCCCCC.N(C(C)(C)C#N)=NC(C)(C)C#N>C(O)C(C)C.C1(C)C=CC=CC=1>[CH3:19][CH2:20][CH2:21][CH2:22][CH:23]([CH2:18][O:17][C:12]([CH:13]=[CH2:14])=[O:16])[CH2:24][CH3:25].[CH3:35][CH2:34][CH2:33][CH2:32][O:31][C:27]([CH:28]=[CH2:29])=[O:30] |f:9.10|. Procedure: Into a reactor were charged 80 parts of toluene, 20 parts of isobutanol, 6 parts of dimethylaminoethyl methacrylate, 40 parts of methyl methacrylate, 20 parts of styrene, 20 parts of butyl acrylate, 20 parts of butyl methacrylate, 14 parts of n-butyl methacrylate, 1 part of n-dodecylmercaptan and 1 part of azobisisobutyronitrile. They were stirred at 80° C. for 2 hours. Then, 0.2 part of azobisisobutyronitrile was added 5 times at 2-hour intervals, and polymerization was completed in 16 hours. T... Reactants: COC(=O)C12CC(C(=O)OC)(C1)C2, CO, [Na+], [OH-]. The product is COC(=O)C12CC(C(=O)O)(C1)C2. RXN SMILES: [C:1]12([C:10](=[O:11])[O:12][CH3:13])[CH2:2][C:3]([C:6](=[O:7])[O:8][CH3:9])([CH2:4]1)[CH2:5]2.[CH3:16][OH:17].[Na+:15].[OH-:14]>>[C:1]12([C:10](=[O:11])[OH:12])[CH2:2][C:3]([C:6](=[O:7])[O:8][CH3:9])([CH2:4]1)[CH2:5]2. Reactants: O=C1CCC(=O)N1Br, CCOC(C)=O, ClCCl, CCOC(=O)c1c(C)n(C)n(-c2ccc(F)cc2)c1=O, CC(C)(C#N)N=NC(C)(C)C#N. Yields the product CCOC(=O)c1c(CBr)n(C)n(-c2ccc(F)cc2)c1=O. RXN SMILES: [Br:33][N:34]1[C:35](=[O:36])[CH2:37][CH2:38][C:39]1=[O:40].[CH3:41][CH2:42][O:43][C:44]([CH3:45])=[O:46].[Cl:47][CH2:48][Cl:49].[F:1][c:2]1[cH:3][cH:4][c:5](-[n:8]2[n:9]([CH3:20])[c:10]([CH3:19])[c:11]([C:14](=[O:15])[O:16][CH2:17][CH3:18])[c:12]2=[O:13])[cH:6][cH:7]1.[N:21]#[C:22][C:23]([N:24]=[N:25][C:26]([C:27]#[N:28])([CH3:29])[CH3:30])([CH3:31])[CH3:32]>>[F:1][c:2]1[cH:3][cH:4][c:5](-[n:8]2[n:9]([CH3:20])[c:10]([CH2:19][Br:33])[c:11]([C:14](=[O:15])[O:16][CH2:17][CH3:18])[c:12]2=[O:13])[cH:6][cH:7]1. Starting materials: crude product, C(C)(C)(C)[SiH2]OC(C=1C=C(CN)C=CC1Cl)(C)C (3-(tert-butyl-dimethyl-silanyloxymethyl)-4-chloro-benzylamine), C1(CC1)C=O (cyclopropancarboxaldehyde), [BH4-].[Na+] (NaBH4), CCN(C(C)C)C(C)C (DIPEA), CC(C)(C)OC(=O)OC(=O)OC(C)(C)C (Boc2O). The solvent is C(Cl)Cl (CH2Cl2), C(Cl)Cl (CH2Cl2), CO (MeOH). Conditions: time 1 hour. The product is C(C)(C)(C)OC(N(CC1CC1)CC1=CC(=C(C=C1)Cl)C(O[SiH2]C(C)(C)C)(C)C)=O ([3-(tert-Butyl-dimethyl-silanyloxymethyl)-4-chloro-benzyl]-cyclopropylmethyl-carbamic acid tert-butyl ester), CC(C)(C)OC(=O)OC(=O)OC(C)(C)C (Boc2O). Yield: 314.2%. As a reaction SMILES: [C:1]([SiH2:5][O:6][C:7]([CH3:18])([CH3:17])[C:8]1[CH:9]=[C:10]([CH:13]=[CH:14][C:15]=1[Cl:16])[CH2:11][NH2:12])([CH3:4])([CH3:3])[CH3:2].[CH:19]1([CH:22]=O)[CH2:21][CH2:20]1.[BH4-].[Na+].CCN(C(C)C)C(C)C.[CH3:35][C:36]([O:39][C:40]([O:42][C:43]([O:45][C:46]([CH3:49])([CH3:48])[CH3:47])=[O:44])=[O:41])([CH3:38])[CH3:37]>CO.C(Cl)Cl>[C:36]([O:39][C:40](=[O:41])[N:12]([CH2:11][C:10]1[CH:13]=[CH:14][C:15]([Cl:16])=[C:8]([C:7]([CH3:18])([CH3:17])[O:6][SiH2:5][C:1]([CH3:4])([CH3:2])[CH3:3])[CH:9]=1)[CH2:22][CH:19]1[CH2:20][CH2:21]1)([CH3:38])([CH3:37])[CH3:35].[CH3:38][C:36]([O:39][C:40]([O:42][C:43]([O:45][C:46]([CH3:49])([CH3:48])[CH3:47])=[O:44])=[O:41])([CH3:35])[CH3:37] |f:2.3|. Procedure: A mixture of 3-(tert-butyl-dimethyl-silanyloxymethyl)-4-chloro-benzylamine (2.00 g, 7.00 mmol) and cyclopropancarboxaldehyde (0.784 mL, 10.5 mmol) in MeOH (70 mL) was heated to reflux for 4 h. The mixture allowed to cool to rt. NaBH4 (397 mg, 10.5 mmol) was added in portion, and the mixture was stirred for 1 h at rt. The solvents were removed under reduced pressure, and the resulting oil was diluted with EtOAc. The resulting mixture was washed with aq. sat. NaHCO3 and brine. The org. layer was d... Starting materials: 4-phenethylacetophenone, C[Si](C)(C)[N-][Si](C)(C)C.[Li+] (lithium bis(trimethylsilyl)amide), Cl[Si](C)(C)C (chlorotrimethylsilane), diethyl ester, C1(=CC=CC=C1)CSC(C(=O)O)C(=O)O ([(phenylmethyl)thio]propanedioic acid), C1CCOC1 (THF). The product is OC1=C(C(OC(=C1)CCC1=CC=CC=C1)=O)SCC1=CC=CC=C1 (4-Hydroxy-6-(2-phenylethyl)-3-[(phenylmethyl)thio]-2H-pyran-2-one). As a reaction SMILES: C[Si]([N-][Si](C)(C)C)(C)C.[Li+].Cl[Si](C)(C)C.[C:16]1([CH2:22][S:23][CH:24]([C:28]([OH:30])=O)[C:25]([OH:27])=[O:26])[CH:21]=[CH:20][CH:19]=[CH:18][CH:17]=1.[CH2:31]1[CH2:35]O[CH2:33][CH2:32]1>>[OH:30][C:28]1[CH:33]=[C:32]([CH2:31][CH2:35][C:16]2[CH:21]=[CH:20][CH:19]=[CH:18][CH:17]=2)[O:27][C:25](=[O:26])[C:24]=1[S:23][CH2:22][C:16]1[CH:17]=[CH:18][CH:19]=[CH:20][CH:21]=1 |f:0.1|. Reported procedure: The title compound was prepared by Method A using 4-phenethylacetophenone (0.786 g, 5.31 mmol), lithium bis(trimethylsilyl)amide (0.977 g, 5.84 mmol), chlorotrimethylsilane (0.741 mL, 5.84 mmol), THF (58 mL), and diethyl ester of [(phenylmethyl)thio]propanedioic acid (1.00 g, 3.54 mmol). m.p. 164-166° C.; 1H NMR (400 MHz, DMSO-d6) δ2.75 (t, 3 H), 2.85 (t, 2 H), 3.92 (s, 2 H), 5.92 (s, 1 H), 7.23 (m, 9H), 11.69 (bs, 1 H).